Dataset: the Open Reaction Database (ORD), a public repository of structured organic reaction records. Task: describe an organic reaction: reactants, conditions, products, and yield The reactants are [OH-].[Na+] (sodium hydroxide), ClC1=CC(=C(C=C1)C1=CC=CC=C1)[N+](=O)[O-] (4-chloro-2-nitro-biphenyl), BrC1=C(C=C(C=C1)Cl)[N+](=O)[O-] (2-bromo-5-chloronitrobenzene), C1(=CC=CC=C1)B(O)O (phenylboronic acid), ClCCl (dichloromethane). Reagents/catalysts: [Fe] (Iron), C1=CC=C(C=C1)P([C-]2C=CC=C2)C3=CC=CC=C3.C1=CC=C(C=C1)P([C-]2C=CC=C2)C3=CC=CC=C3.Cl[Pd]Cl.[Fe+2] ([1,1′-bis(diphenylphosphino)ferrocene]dichloropalladium). Run in C(C)O (ethanol), C(C)(=O)O (acetic acid), O1CCCC1 (tetrahydrofuran), C(C)O (ethanol). Run at temperature 60 celsius, time 12 hour. Product: C1(=C(C=CC=C1)N)C1=CC=CC=C1 (1,1′-biphenyl-2-ylamine). The yield is 107.6%. Reaction SMILES: BrC1C=CC(Cl)=CC=1[N+]([O-])=O.C1(B(O)O)C=CC=CC=1.ClCCl.[OH-].[Na+].Cl[C:27]1[CH:32]=[CH:31][C:30]([C:33]2[CH:38]=[CH:37][CH:36]=[CH:35][CH:34]=2)=[C:29]([N+:39]([O-])=O)[CH:28]=1>O1CCCC1.C(O)(=O)C.C(O)C.C1C=CC(P(C2C=CC=CC=2)[C-]2C=CC=C2)=CC=1.C1C=CC(P(C2C=CC=CC=2)[C-]2C=CC=C2)=CC=1.Cl[Pd]Cl.[Fe+2].[Fe]>[C:30]1([C:33]2[CH:34]=[CH:35][CH:36]=[CH:37][CH:38]=2)[CH:31]=[CH:32][CH:27]=[CH:28][C:29]=1[NH2:39] |f:3.4,9.10.11.12|. Procedure: A stirred solution of 2-bromo-5-chloronitrobenzene (5.00 g, 21.2 mmol) and phenylboronic acid (2.58 g, 21.2 mmol) in tetrahydrofuran (85 mL) was treated under nitrogen with [1,1′-bis(diphenylphosphino)ferrocene]dichloropalladium (II) complex with dichloromethane (0.52 g, 0.63 mmol, 3 mole %) and a 5 N sodium hydroxide solution (8.5 mL, 42.5 mmol). The reaction was heated at 60° C. for twelve hours, cooled to room temperature, and the solvent removed in vacuo. The residue was treated with ethyl a... The reactants are 176, S(=O)(=O)([O-])[O-].[Na+].[Na+] (sodium sulfate). Solvent: O (water). Reaction conditions: time 5 hour. The product is S(=O)([O-])[O-] (sulfite), S(=O)(=O)([O-])[O-] (sulfate). RXN SMILES: [S:1]([O-:5])([O-:4])(=[O:3])=[O:2].[Na+].[Na+]>O>[S:1]([O-:4])([O-:3])=[O:2].[S:1]([O-:5])([O-:4])(=[O:3])=[O:2] |f:0.1.2|. Procedure: A solution of 176 parts sodium sulfate in 800 parts water was added to the residue at 60° to 70° C., followed by stirring for 5 hours at 80° to 95° C. A clear viscous solution having a solids content of 43.6%, a sulfite content of 0.04% and an inorganic sulfate content of less than 0.03% was obtained. The reactants are C1CCOC1, CCOc1cc(C(F)(F)F)ccc1C=CC(=O)OC, CO, [Li+], [OH-]. Product: CCOc1cc(C(F)(F)F)ccc1C=CC(=O)O. As a reaction SMILES: [CH2:22]1[O:23][CH2:24][CH2:25][CH2:26]1.[CH3:1][O:2][C:3]([CH:4]=[CH:5][c:6]1[c:7]([O:16][CH2:17][CH3:18])[cH:8][c:9]([C:12]([F:13])([F:14])[F:15])[cH:10][cH:11]1)=[O:19].[CH3:27][OH:28].[Li+:21].[OH-:20]>>[O:2]=[C:3]([CH:4]=[CH:5][c:6]1[c:7]([O:16][CH2:17][CH3:18])[cH:8][c:9]([C:12]([F:13])([F:14])[F:15])[cH:10][cH:11]1)[OH:19]. Procedure details: 5-Chloromethyl-4-methyl-2-(3,4,5-trimethoxy-phenyl)thiazole (104 mg) and piperazine (13 mg) were reacted in the same manner in Example 1 to obtain the title compound as a free base. As a reaction SMILES: Cl[CH2:2][C:3]1[S:7][C:6]([C:8]2[CH:13]=[C:12]([O:14][CH3:15])[C:11]([O:16][CH3:17])=[C:10]([O:18][CH3:19])[CH:9]=2)=[N:5][C:4]=1[CH3:20].[NH:21]1[CH2:26][CH2:25][NH:24][CH2:23][CH2:22]1>>[CH3:20][C:4]1[N:5]=[C:6]([C:8]2[CH:13]=[C:12]([O:14][CH3:15])[C:11]([O:16][CH3:17])=[C:10]([O:18][CH3:19])[CH:9]=2)[S:7][C:3]=1[CH2:2][N:21]1[CH2:26][CH2:25][N:24]([CH2:2][C:3]2[S:7][C:6]([C:8]3[CH:9]=[C:10]([O:18][CH3:19])[C:11]([O:16][CH3:17])=[C:12]([O:14][CH3:15])[CH:13]=3)=[N:5][C:4]=2[CH3:20])[CH2:23][CH2:22]1. Product: CC=1N=C(SC1CN1CCN(CC1)CC1=C(N=C(S1)C1=CC(=C(C(=C1)OC)OC)OC)C)C1=CC(=C(C(=C1)OC)OC)OC (N,N′-bis[[4-Methyl-2-(3,4,5-trimethoxy-phenyl)thiazol-5-yl]methyl]piperazine). Reactants: ClCC1=C(N=C(S1)C1=CC(=C(C(=C1)OC)OC)OC)C (5-Chloromethyl-4-methyl-2-(3,4,5-trimethoxy-phenyl)thiazole), N1CCNCC1 (piperazine). The solvent is C1(=CC=CC=C1)C (toluene), C1(=CC=CC=C1)C (toluene). Reported procedure: A mixture of methyl 2-methoxymethyl-6-propargyloxybenzoate (Intermediate 10, 1.4 g) and [Bis-(trifluoromethanesulfonyl)imidate](triphenyl phosphine) gold 2:1 complex with toluene (0.188 g) in toluene (40 mL) was stirred and heated under an atmosphere of nitrogen overnight. After cooling, the mixture was filtered through Celite and the filtrate was evaporated to dryness. The residue was purified by chromatography on silica, eluting with a mixture of TBME and cyclohexane with a gradient of 0-30% t... Reactants: COCC1=C(C(=O)OC)C(=CC=C1)OCC#C (methyl 2-methoxymethyl-6-propargyloxybenzoate), COCC1=C(C(=O)OC)C(=CC=C1)OCC#C (methyl 2-methoxymethyl-6-propargyloxybenzoate), [Bis-(trifluoromethanesulfonyl)imidate](triphenyl phosphine) gold. As a reaction SMILES: [CH3:1][O:2][CH2:3][C:4]1[CH:13]=[CH:12][CH:11]=[C:10]([O:14][CH2:15][C:16]#[CH:17])[C:5]=1[C:6]([O:8][CH3:9])=[O:7]>C1(C)C=CC=CC=1>[CH3:1][O:2][CH2:3][C:4]1[C:5]([C:6]([O:8][CH3:9])=[O:7])=[C:10]2[C:11]([CH:17]=[CH:16][CH2:15][O:14]2)=[CH:12][CH:13]=1. Yield: 62.5%. The product is COCC1=CC=C2C=CCOC2=C1C(=O)OC (methyl 7-methoxymethyl-2H-chromene-8-carboxylate). Reaction SMILES: C([NH:4][C:5]1[C:6](=[CH:10][CH:11]=[C:12]([Cl:14])[CH:13]=1)[C:7]([OH:9])=[O:8])(=O)C>Cl>[Cl:14][C:12]1[CH:13]=[C:5]([NH2:4])[C:6](=[CH:10][CH:11]=1)[C:7]([OH:9])=[O:8]. Procedure: The damp N-acetyl-4-chloroanthranilic acid is suspended in 400 ml of concentrated hydrochloric acid (12M) and stirred and heated at 80° C. for 8 hours. The mixture is cooled to 10° C. and the resulting 4-chloroanthranilic acid hydrochloride is recovered by filtration. The solid is suspended in 300 ml water and sodium acetate is added, portionwise until the pH is 5. The resulting 4-chloroanthranilic acid is recovered by filtration and recrystallized from the minimum of hot ethanol. The final yiel... Solvent: Cl (hydrochloric acid). Product: ClC=1C=C(C(C(=O)O)=CC1)N (4-chloroanthranilic acid). Reactants: C(C)(=O)NC=1C(C(=O)O)=CC=C(C1)Cl (N-acetyl-4-chloroanthranilic acid). Run at temperature 80 celsius.